Dataset: the Open Reaction Database (ORD), a public repository of structured organic reaction records. Task: describe an organic reaction: reactants, conditions, products, and yield The reactants are CO, CC=CC=CC1CC(CC(=O)OC)OC2(CCCCC2)O1, [Na+], [OH-]. Product: CC=CC=CC1CC(CC(=O)O)OC2(CCCCC2)O1. RXN SMILES: [CH3:24][OH:25].[CH:1](=[CH:2][CH:3]=[CH:4][CH3:5])[CH:6]1[CH2:7][CH:8]([CH2:17][C:18](=[O:19])[O:20][CH3:21])[O:9][C:10]2([O:11]1)[CH2:12][CH2:13][CH2:14][CH2:15][CH2:16]2.[Na+:23].[OH-:22]>>[CH:1](=[CH:2][CH:3]=[CH:4][CH3:5])[CH:6]1[CH2:7][CH:8]([CH2:17][C:18](=[O:19])[OH:20])[O:9][C:10]2([O:11]1)[CH2:12][CH2:13][CH2:14][CH2:15][CH2:16]2. Reaction SMILES: [Br:1][c:2]1[c:3]([CH:8]([CH3:9])[CH3:10])[cH:4][cH:5][cH:6][cH:7]1.[CH2:21]1[O:22][CH2:23][CH2:24][CH2:25]1.[CH3:11][CH2:12][CH2:13][CH2:14][Li:15].[Cl-:26].[NH4+:27].[O:16]=[CH:17][N:18]([CH3:19])[CH3:20]>>[c:2]1([CH:17]=[O:16])[c:3]([CH:8]([CH3:9])[CH3:10])[cH:4][cH:5][cH:6][cH:7]1. Yields the product CC(C)c1ccccc1C=O. The reactants are CC(C)c1ccccc1Br, C1CCOC1, [Li]CCCC, [Cl-], [NH4+], CN(C)C=O. The reactants are COCOCc1nc(OC)ccc1Br, CC(C)(C)[O-], CCN, [Na+], C1CCOC1. The product is CCNc1ccc(OC)nc1COCOC. As a reaction SMILES: [Br:1][c:2]1[c:3]([CH2:10][O:11][CH2:12][O:13][CH3:14])[n:4][c:5]([O:8][CH3:9])[cH:6][cH:7]1.[CH3:15][C:16]([CH3:17])([O-:18])[CH3:19].[CH3:21][CH2:22][NH2:23].[Na+:20].[O:24]1[CH2:25][CH2:26][CH2:27][CH2:28]1>>[c:2]1([NH:23][CH2:22][CH3:21])[c:3]([CH2:10][O:11][CH2:12][O:13][CH3:14])[n:4][c:5]([O:8][CH3:9])[cH:6][cH:7]1. Starting materials: O (Water), ClC(COC(=O)N(C(=O)OCC(Cl)(Cl)Cl)C=1C=NC=CC1)(Cl)Cl (bis(2,2,2-trichloroethyl)pyridin-3-ylimidodicarbonate), C1(=CC=CC=C1)C=1N=C(SC1)N1CCNCC1 (1-(4-phenyl-1,3-thiazol-2-yl)piperazine), C(C)(C)N(CC)C(C)C (diisopropylethylamine). The solvent is CS(=O)C (dimethyl sulfoxide). The product is C1(=CC=CC=C1)C=1N=C(SC1)N1CCN(CC1)C(=O)NC=1C=NC=CC1 (4-(4-Phenyl-1,3-thiazol-2-yl)-N-pyridin-3-ylpiperazine-1-carboxamide). Yield: 27.7%. Reaction SMILES: ClC(Cl)(Cl)COC([N:7]([C:16]1[CH:17]=[N:18][CH:19]=[CH:20][CH:21]=1)[C:8]([O:10]CC(Cl)(Cl)Cl)=O)=O.[C:24]1([C:30]2[N:31]=[C:32]([N:35]3[CH2:40][CH2:39][NH:38][CH2:37][CH2:36]3)[S:33][CH:34]=2)[CH:29]=[CH:28][CH:27]=[CH:26][CH:25]=1.C(N(C(C)C)CC)(C)C.O>CS(C)=O>[C:24]1([C:30]2[N:31]=[C:32]([N:35]3[CH2:40][CH2:39][N:38]([C:8]([NH:7][C:16]4[CH:17]=[N:18][CH:19]=[CH:20][CH:21]=4)=[O:10])[CH2:37][CH2:36]3)[S:33][CH:34]=2)[CH:25]=[CH:26][CH:27]=[CH:28][CH:29]=1. Procedure: A mixed solution of bis(2,2,2-trichloroethyl)pyridin-3-ylimidodicarbonate (359 mg, 0.810 mmol), 1-(4-phenyl-1,3-thiazol-2-yl)piperazine (396 mg, 1.62 mmol) and diisopropylethylamine (0.281 ml, 1.62 mmol) in dimethyl sulfoxide (2.7 ml) was stirred at 70° C. for 3 hours. Water was poured to the reaction mixture, and the resulting solution was extracted with ethyl acetate. The extract was washed with water and dried over anhydrous magnesium sulfate, and the solvent was distilled off under reduced p... Starting materials: [H-].[Al+3].[Li+].[H-].[H-].[H-] (lithium aluminum hydride), Cl.FC=1C=C2C(N(C(C2=CC1)=O)NC1=CC=NC=C1)=O (2,3-dihydro-5-fluoro-2-(4-pyridinylamino)isoindole-1,3-dione hydrochloride), O.O.O.O.O.O.O.O.O.O.S(=O)(=O)([O-])[O-].[Na+].[Na+] (sodium sulfate decahydrate). Solvent: O1CCCC1 (tetrahydrofuran). Reaction conditions: time 8 hour. Yields the product Cl.FC=1C=C2CN(CC2=CC1)NC1=CC=NC=C1 (2,3-Dihydro-5-fluoro-N-(4-pyridinyl)-1H-isoindol-2-amine hydrochloride). The yield is 6.0%. As a reaction SMILES: [H-].[Al+3].[Li+].[H-].[H-].[H-].[ClH:7].[F:8][C:9]1[CH:10]=[C:11]2[C:15](=[CH:16][CH:17]=1)[C:14](=O)[N:13]([NH:19][C:20]1[CH:25]=[CH:24][N:23]=[CH:22][CH:21]=1)[C:12]2=O.O.O.O.O.O.O.O.O.O.O.S([O-])([O-])(=O)=O.[Na+].[Na+]>O1CCCC1>[ClH:7].[F:8][C:9]1[CH:10]=[C:11]2[C:15](=[CH:16][CH:17]=1)[CH2:14][N:13]([NH:19][C:20]1[CH:25]=[CH:24][N:23]=[CH:22][CH:21]=1)[CH2:12]2 |f:0.1.2.3.4.5,6.7,8.9.10.11.12.13.14.15.16.17.18.19.20,22.23|. Reported procedure: A mixture of 4-fluorophthalic anhydride (5.99 g), 4-pyridinylhydrazine hydrochloride (5.00 g), and glacial acetic (30 ml) acid was stirred under reflux, under nitrogen, for 4 hrs. The reaction mixture was evaporated, and the residue was azeotroped with heptane. The residue was dried in vacuo to give 4-fluoro-2-(4-pyridinylamino)-isoindol-1,3-dione. To a mixture of lithium aluminum hydride (3.91 g) and dry tetrahydrofuran (100 ml), 2,3-dihydro-5-fluoro-2-(4-pyridinylamino)isoindole-1,3-dione hydr... Reactants: N1=C(C=CC=C1)C=O (2-pyridinecarbaldehyde), Cl.ClC1=CC=C(C=C1)NN (p-chlorophenylhydrazine hydrochloride), C(C)(=O)[O-].[Na+] (sodium acetate). Run in C(C)O (ethyl alcohol). Product: ClC1=CC=C(C=C1)NN=CC1=NC=CC=C1 (2-pyridinecarbaldehyde-p-chlorophenyl hydrazone). Reaction SMILES: [N:1]1[CH:6]=[CH:5][CH:4]=[CH:3][C:2]=1[CH:7]=O.Cl.[Cl:10][C:11]1[CH:16]=[CH:15][C:14]([NH:17][NH2:18])=[CH:13][CH:12]=1.C([O-])(=O)C.[Na+]>C(O)C>[Cl:10][C:11]1[CH:16]=[CH:15][C:14]([NH:17][N:18]=[CH:7][C:2]2[CH:3]=[CH:4][CH:5]=[CH:6][N:1]=2)=[CH:13][CH:12]=1 |f:1.2,3.4|. Procedure details: 2.2 g of 2-pyridinecarbaldehyde was added to a mixture of 3.6 g of p-chlorophenylhydrazine hydrochloride and 9.8 g of sodium acetate in 60 ml of 50% by volume aqueous ethyl alcohol. The mixture was refluxed for 10 minutes, cooled and the precipitate crystallized from ethyl alcohol to give 2, as yellow crystals, mp 184°-186° C. Starting materials: starting material, NC1=C(C=NN1)C(=O)C=1SC=CC1 ((5-amino-1H-pyrazol-4-yl)-thiophen-2-yl-methanone), CN(C=CC(=O)C=1C=CC(=C(C1)N(C(C)=O)C)F)C (N-[5-(3-dimethylamino-acryloyl)-2-fluoro-phenyl]-N-methyl-acetamide). Solvent: CC(C)O (2-Propanol). Run at temperature 5 celsius, time 4 hour. Yields the product FC1=C(C=C(C=C1)C1=CC=NC=2N1N=CC2C(=O)C=2SC=CC2)N(C(C)=O)C (N-{2-fluoro-5-[3-(thiophene-2-carbonyl)-pyrazolo[1,5-a]pyrimidin-7-yl]-phenyl}-N-methyl-acetamide), material. Isolated yield 85.0%. As a reaction SMILES: [NH2:1][C:2]1[NH:6][N:5]=[CH:4][C:3]=1[C:7]([C:9]1[S:10][CH:11]=[CH:12][CH:13]=1)=[O:8].CN(C)[CH:16]=[CH:17][C:18]([C:20]1[CH:21]=[CH:22][C:23]([F:31])=[C:24]([N:26]([CH3:30])[C:27](=[O:29])[CH3:28])[CH:25]=1)=O>CC(O)C>[F:31][C:23]1[CH:22]=[CH:21][C:20]([C:18]2[N:6]3[N:5]=[CH:4][C:3]([C:7]([C:9]4[S:10][CH:11]=[CH:12][CH:13]=4)=[O:8])=[C:2]3[N:1]=[CH:16][CH:17]=2)=[CH:25][C:24]=1[N:26]([CH3:30])[C:27](=[O:29])[CH3:28]. Reported procedure: A 300 L vessel was flushed with nitrogen. Acetic acid (40.0 L) was charged, and then 7.312 kg (37.84 moles) of (5-amino-1H-pyrazol-4-yl)-thiophen-2-yl-methanone and 10.000 kg (37.84 moles) of N-[5-(3-dimethylamino-acryloyl)-2-fluoro-phenyl]-N-methyl-acetamide were added consecutively. The mixture was heated to 120° C. (±5° C.) with stirring. The reaction was controlled by HPLC until completion (<1% of each starting material), which typically occurs in 4 hours. The reaction mass was cooled to 60-... As a reaction SMILES: [CH3:37][OH:38].[Cl:1][c:2]1[c:3]2[c:4]([n:5][cH:6][c:7]1[F:8])[n:9]([S:25]([c:26]1[cH:27][cH:28][c:29]([CH3:30])[cH:31][cH:32]1)(=[O:33])=[O:34])[c:10](-[c:12]1[cH:13][nH:14][c:15]3[c:16]1[n:17][c:18]([O:23][CH3:24])[c:19]([O:21][CH3:22])[cH:20]3)[cH:11]2.[K+:36].[OH-:35]>>[Cl:1][c:2]1[c:3]2[c:4]([n:5][cH:6][c:7]1[F:8])[nH:9][c:10](-[c:12]1[cH:13][nH:14][c:15]3[c:16]1[n:17][c:18]([O:23][CH3:24])[c:19]([O:21][CH3:22])[cH:20]3)[cH:11]2. Product: COc1cc2[nH]cc(-c3cc4c(Cl)c(F)cnc4[nH]3)c2nc1OC. Starting materials: CO, COc1cc2[nH]cc(-c3cc4c(Cl)c(F)cnc4n3S(=O)(=O)c3ccc(C)cc3)c2nc1OC, [K+], [OH-]. Reactants: O=C([O-])[O-], O=C1c2cccc3c([N+](=O)[O-])c(O)cc(c23)C(=O)N1OCc1ccccc1, COS(=O)(=O)OC, CC(C)=O, [K+], [K+]. Yields the product COc1cc2c3c(cccc3c1[N+](=O)[O-])C(=O)N(OCc1ccccc1)C2=O. As a reaction SMILES: [C:28](=[O:29])([O-:30])[O-:31].[CH2:1]([c:2]1[cH:3][cH:4][cH:5][cH:6][cH:7]1)[O:8][N:9]1[C:10](=[O:27])[c:11]2[cH:12][cH:13][cH:14][c:15]3[c:16]2[c:17]([cH:20][c:21]([OH:26])[c:22]3[N+:23](=[O:24])[O-:25])[C:18]1=[O:19].[CH3:34][O:35][S:36]([O:37][CH3:38])(=[O:39])=[O:40].[CH3:41][C:42](=[O:43])[CH3:44].[K+:32].[K+:33]>>[CH2:1]([c:2]1[cH:3][cH:4][cH:5][cH:6][cH:7]1)[O:8][N:9]1[C:10](=[O:27])[c:11]2[cH:12][cH:13][cH:14][c:15]3[c:16]2[c:17]([cH:20][c:21]([O:26][CH3:28])[c:22]3[N+:23](=[O:24])[O-:25])[C:18]1=[O:19].